This data is from the Open Reaction Database (ORD), a public repository of structured organic reaction records. The task is: describe an organic reaction: reactants, conditions, products, and yield The reactants are O=C([O-])O, COC(=O)CC=C(C(=O)c1ccc(OC)cc1)c1ccc(OC)cc1, CO, Cl, NO, [Na+], O. Yields the product COC(=O)CC=C(C(=NO)c1ccc(OC)cc1)c1ccc(OC)cc1. Reaction SMILES: [C:29](=[O:30])([O-:31])[OH:32].[CH3:1][O:2][c:3]1[cH:4][cH:5][c:6]([C:9](=[CH:10][CH2:11][C:12](=[O:13])[O:14][CH3:15])[C:16](=[O:17])[c:18]2[cH:19][cH:20][c:21]([O:24][CH3:25])[cH:22][cH:23]2)[cH:7][cH:8]1.[CH3:34][OH:35].[ClH:26].[NH2:27][OH:28].[Na+:33].[OH2:36]>>[CH3:1][O:2][c:3]1[cH:4][cH:5][c:6]([C:9](=[CH:10][CH2:11][C:12](=[O:13])[O:14][CH3:15])[C:16]([c:18]2[cH:19][cH:20][c:21]([O:24][CH3:25])[cH:22][cH:23]2)=[N:27][OH:28])[cH:7][cH:8]1. The reactants are CCCC[N+](CCCC)(CCCC)CCCC, [F-], CC(=C[N+](=O)[O-])c1ccccc1, C1CCOC1, O. The product is CC(C[N+](=O)[O-])c1ccccc1. Reaction SMILES: [CH3:19][CH2:20][CH2:21][CH2:22][N+:23]([CH2:24][CH2:25][CH2:26][CH3:27])([CH2:28][CH2:29][CH2:30][CH3:31])[CH2:32][CH2:33][CH2:34][CH3:35].[F-:18].[N+:1](=[O:2])([O-:3])[CH:4]=[C:5]([CH3:6])[c:7]1[cH:8][cH:9][cH:10][cH:11][cH:12]1.[O:13]1[CH2:14][CH2:15][CH2:16][CH2:17]1.[OH2:36]>>[N+:1](=[O:2])([O-:3])[CH2:4][CH:5]([CH3:6])[c:7]1[cH:8][cH:9][cH:10][cH:11][cH:12]1. The reactants are Cl, NC(=S)Nc1nc2n(n1)Cc1ccccc1-2, [Na+], [OH-], OO. Yields the product NC(=O)Nc1nc2n(n1)Cc1ccccc1-2. As a reaction SMILES: [ClH:19].[NH:1]([C:2](=[S:3])[NH2:4])[c:5]1[n:6][n:7]2[c:8]([n:16]1)-[c:9]1[cH:10][cH:11][cH:12][cH:13][c:14]1[CH2:15]2.[Na+:21].[OH-:20].[OH:17][OH:18]>>[NH:1]([C:2]([NH2:4])=[O:17])[c:5]1[n:6][n:7]2[c:8]([n:16]1)-[c:9]1[cH:10][cH:11][cH:12][cH:13][c:14]1[CH2:15]2. Reactants: NC=1NC(C2=C(N1)N(C=C2C2=C(C=C(C=C2C)C)C)C)=O (2-amino-5-mesityl-7-methyl-3,7-dihydro-4H-pyrrolo[2,3-d]pyrimidin-4-one), CN(C=O)C (N,N-dimethylformamide), [H-].[Na+] (sodium hydride), IC(C)C (2-iodopropane), CN(C=O)C (N,N-dimethylformamide). Run in O (water). Conditions: time 0.5 hour. Yields the product NC=1N(C(C2=C(N1)N(C=C2C2=C(C=C(C=C2C)C)C)C)=O)C(C)C (2-Amino-3-isopropyl-5-mesityl-7-methyl-3,7-dihydro-4H-pyrrolo[2,3-d]pyrimidin-4-one). Isolated yield 49.3%. RXN SMILES: [NH2:1][C:2]1[NH:3][C:4](=[O:21])[C:5]2[C:10]([C:11]3[C:16]([CH3:17])=[CH:15][C:14]([CH3:18])=[CH:13][C:12]=3[CH3:19])=[CH:9][N:8]([CH3:20])[C:6]=2[N:7]=1.CN(C)C=O.[H-].[Na+].I[CH:30]([CH3:32])[CH3:31]>O>[NH2:1][C:2]1[N:3]([CH:30]([CH3:32])[CH3:31])[C:4](=[O:21])[C:5]2[C:10]([C:11]3[C:16]([CH3:17])=[CH:15][C:14]([CH3:18])=[CH:13][C:12]=3[CH3:19])=[CH:9][N:8]([CH3:20])[C:6]=2[N:7]=1 |f:2.3|. Reported procedure: To a solution of 2-amino-5-mesityl-7-methyl-3,7-dihydro-4H-pyrrolo[2,3-d]pyrimidin-4-one (156 mg, 0.55 mmol) and N,N-dimethylformamide (5 ml) was added sodium hydride (60% in oil, 24 mg, 0.60 mmol) at 0° C. and stirred for 0.5 hour. After stirring at room temperature for 0.5 hour, to the mixture was added a solution of 2-iodopropane (102 mg, 0.60 mmol) and N,N-dimethylformamide (2 ml) at 0° C. and stirred for 0.5 hour. After stirring at room temperature for 3 hours, the mixture was diluted with ... The reactants are B, CC(C(=O)O)N1CCN(C(=O)OC(C)(C)C)CC1, C1CCOC1, C1CCOC1. Product: CC(CO)N1CCN(C(=O)OC(C)(C)C)CC1. As a reaction SMILES: [BH3:6].[C:7]([CH3:8])([CH3:9])([CH3:10])[O:11][C:12](=[O:13])[N:14]1[CH2:15][CH2:16][N:17]([CH:20]([C:21](=[O:22])[OH:23])[CH3:24])[CH2:18][CH2:19]1.[CH2:25]1[O:26][CH2:27][CH2:28][CH2:29]1.[O:1]1[CH2:2][CH2:3][CH2:4][CH2:5]1>>[C:7]([CH3:8])([CH3:9])([CH3:10])[O:11][C:12](=[O:13])[N:14]1[CH2:15][CH2:16][N:17]([CH:20]([CH2:21][OH:22])[CH3:24])[CH2:18][CH2:19]1. The reactants are CCOC(=O)CSc1cc(F)c(C(=O)OC)nc1N, CC(=O)O. Product: COC(=O)c1nc2c(cc1F)SCC(=O)N2. Reaction SMILES: [CH3:1][O:2][C:3](=[O:4])[c:5]1[n:6][c:7]([NH2:19])[c:8]([S:12][CH2:13][C:14](=[O:15])[O:16][CH2:17][CH3:18])[cH:9][c:10]1[F:11].[CH3:20][C:21](=[O:22])[OH:23]>>[CH3:1][O:2][C:3](=[O:4])[c:5]1[n:6][c:7]2[c:8]([cH:9][c:10]1[F:11])[S:12][CH2:13][C:14](=[O:15])[NH:19]2.